From a dataset of the Open Reaction Database (ORD), a public repository of structured organic reaction records. describe an organic reaction: reactants, conditions, products, and yield Starting materials: C(C1=CC=CC=C1)N1C(CC[C@H]1C)=O (1-benzyl-5(R)-methyl-pyrrolidin-2-one), [Li+].CC(C)[N-]C(C)C (LDA), C(C)(C)C1=C(C(=CC(=C1)C(C)C)C(C)C)S(=O)(=O)N=[N+]=[N-] (2,4,6-triisopropylbenzenesulfonyl azide), C(C)(=O)O (acetic acid). The solvent is C1CCOC1 (THF), C1CCOC1 (THF). Run at temperature -15 celsius, time 10 minute. The product is N(=[N+]=[N-])[C@H]1C(N([C@@H](C1)C)CC1=CC=CC=C1)=O (3(R)-azido-1-benzyl-5(R)-methyl-pyrrolidin-2-one). Reaction SMILES: [CH2:1]([N:8]1[C@H:12]([CH3:13])[CH2:11][CH2:10][C:9]1=[O:14])[C:2]1[CH:7]=[CH:6][CH:5]=[CH:4][CH:3]=1.[Li+].CC([N-]C(C)C)C.C(C1C=C(C(C)C)C=C(C(C)C)C=1S([N:41]=[N+:42]=[N-:43])(=O)=O)(C)C.C(O)(=O)C>C1COCC1>[N:41]([C@@H:10]1[CH2:11][C@@H:12]([CH3:13])[N:8]([CH2:1][C:2]2[CH:7]=[CH:6][CH:5]=[CH:4][CH:3]=2)[C:9]1=[O:14])=[N+:42]=[N-:43] |f:1.2|. Reported procedure: To a solution of 13-3 (2.2 g, 11.6 mmol) in THF (45 mL) at −78° C. was added a solution of LDA (6.39 mL, 12.8 mmol; 2M/THF,ethylbenzene). The mixture was warmed to −15° C. for 20 minutes, then recooled to −78° C., and 2,4,6-triisopropylbenzenesulfonyl azide (4.31 g, 13.9 mmol, prepared as described in Harmon, et al, J. Org. Chem. 1973, 38, 11-16. ) was added rapidly as a solution in 40 mL THF at −78° C. After 10 minutes, glacial acetic acid (2.67 mL, 47 mmol) was added, and the resultant viscous... Starting materials: CN(C)C(O)=[SH]c1cc(I)ccc1C#N, C[O-], CO, CN(C)C=O, Cl, [Na+]. Product: N#Cc1ccc(I)cc1S. Reaction SMILES: [C:1](#[N:2])[c:3]1[c:4]([SH:10]=[C:11]([OH:12])[N:13]([CH3:14])[CH3:15])[cH:5][c:6]([I:9])[cH:7][cH:8]1.[CH3:16][O-:17].[CH3:19][OH:20].[CH3:22][N:23]([CH3:24])[CH:25]=[O:26].[ClH:21].[Na+:18]>>[C:1](#[N:2])[c:3]1[c:4]([SH:10])[cH:5][c:6]([I:9])[cH:7][cH:8]1. Starting materials: N1C=CC=2C1=NC=C(C2)OC2=C(C(=O)OC)C=CC(=C2)N2CCN(CC2)CC=2CC1(CCNCC1)CCC2C2=CC=C(C=C2)Cl (methyl 2-(1H-pyrrolo[2,3-b]pyridin-5-yloxy)-4-(4-((9-(4-chlorophenyl)-3-azaspiro[5.5]undec-8-en-8-yl)methyl)piperazin-1-yl)benzoate), FCC(=O)CF (1,3-difluoroacetone), C(C)(=O)O[BH-](OC(C)=O)OC(C)=O.[Na+] (sodium triacetoxyborohydride). Solvent: ClCCl (dichloromethane), C(C)(=O)OCC (ethyl acetate). Conditions: time 8 hour. Product: N1C=CC=2C1=NC=C(C2)OC2=C(C(=O)OC)C=CC(=C2)N2CCN(CC2)CC=2CC1(CCN(CC1)C(CF)CF)CCC2C2=CC=C(C=C2)Cl (methyl 2-(1H-pyrrolo[2,3-b]pyridin-5-yloxy)-4-(4-((9-(4-chlorophenyl)-3-(1,3-difluoropropan-2-yl)-3-azaspiro[5.5]undec-8-en-8-yl)methyl)piperazin-1-yl)benzoate). Reaction SMILES: [NH:1]1[C:5]2=[N:6][CH:7]=[C:8]([O:10][C:11]3[CH:20]=[C:19]([N:21]4[CH2:26][CH2:25][N:24]([CH2:27][C:28]5[CH2:29][C:30]6([CH2:36][CH2:37][C:38]=5[C:39]5[CH:44]=[CH:43][C:42]([Cl:45])=[CH:41][CH:40]=5)[CH2:35][CH2:34][NH:33][CH2:32][CH2:31]6)[CH2:23][CH2:22]4)[CH:18]=[CH:17][C:12]=3[C:13]([O:15][CH3:16])=[O:14])[CH:9]=[C:4]2[CH:3]=[CH:2]1.[F:46][CH2:47][C:48]([CH2:50][F:51])=O.C(O[BH-](OC(=O)C)OC(=O)C)(=O)C.[Na+]>ClCCl.C(OCC)(=O)C>[NH:1]1[C:5]2=[N:6][CH:7]=[C:8]([O:10][C:11]3[CH:20]=[C:19]([N:21]4[CH2:22][CH2:23][N:24]([CH2:27][C:28]5[CH2:29][C:30]6([CH2:36][CH2:37][C:38]=5[C:39]5[CH:40]=[CH:41][C:42]([Cl:45])=[CH:43][CH:44]=5)[CH2:31][CH2:32][N:33]([CH:48]([CH2:50][F:51])[CH2:47][F:46])[CH2:34][CH2:35]6)[CH2:25][CH2:26]4)[CH:18]=[CH:17][C:12]=3[C:13]([O:15][CH3:16])=[O:14])[CH:9]=[C:4]2[CH:3]=[CH:2]1 |f:2.3|. Procedure details: To a solution of EXAMPLE 265H (320 mg) in dichloromethane (5 mL) was added 1,3-difluoroacetone (139 mg) and sodium triacetoxyborohydride (157 mg). The mixture was stirred overnight. The mixture was diluted with ethyl acetate (200 mL) and washed with 2N aqueous NaOH, water and brine. After drying over Na2SO4, the mixture was filtered and the solvent was evaporated under vacuum to provide the title compound. Starting materials: OC(C(C(=O)OCC)C)CCC=C (Ethyl 3-hydroxy-2-methylhept-6-enoate). The solvent is [OH-].[K+].CO (potassium hydroxide methanol). Run at time 2 hour. Yields the product OC(C(C(=O)O)C)CCC=C (3-Hydroxy-2-methylhept-6-enoic acid). Yield: 105.2%. As a reaction SMILES: [OH:1][CH:2]([CH2:10][CH2:11][CH:12]=[CH2:13])[CH:3]([CH3:9])[C:4]([O:6]CC)=[O:5]>[OH-].[K+].CO>[OH:1][CH:2]([CH2:10][CH2:11][CH:12]=[CH2:13])[CH:3]([CH3:9])[C:4]([OH:6])=[O:5] |f:1.2.3|. Procedure details: Ethyl 3-hydroxy-2-methylhept-6-enoate (6.11 g, 32.8 mmol) was dissolved in a 2 N potassium hydroxide-methanol solution (100 mL), and the mixture was stirred at room temperature for 2 hours and then left overnight. The methanol was distilled off under reduced pressure, and the residue was diluted with water, then washed with methylene chloride, and then neutralized with dilute hydrochloric acid. The aqueous layer was subjected to extraction with ethyl acetate, and the extract was washed with wate... The reactants are CCN(C(C)C)C(C)C, Cc1noc2cc(Oc3ccc(F)cc3CN)ccc12, Cc1ccc(-n2nc(C(C)(C)C)cc2NC(=O)OCC(F)(F)F)cc1, CN(C)C=O. Product: Cc1ccc(-n2nc(C(C)(C)C)cc2NC(=O)NCc2cc(F)ccc2Oc2ccc3c(C)noc3c2)cc1. Reaction SMILES: [CH:46]([N:47]([CH:48]([CH3:49])[CH3:50])[CH2:51][CH3:52])([CH3:53])[CH3:54].[F:1][c:2]1[cH:3][cH:4][c:5]([O:10][c:11]2[cH:12][c:13]3[c:14]([c:15]([CH3:18])[n:16][o:17]3)[cH:19][cH:20]2)[c:6]([CH2:7][NH2:8])[cH:9]1.[F:21][C:22]([F:23])([F:43])[CH2:44][O:24][C:25]([NH:26][c:27]1[n:28](-[c:36]2[cH:37][cH:38][c:39]([CH3:42])[cH:40][cH:41]2)[n:29][c:30]([C:32]([CH3:33])([CH3:34])[CH3:35])[cH:31]1)=[O:45].[O:55]=[CH:56][N:57]([CH3:58])[CH3:59]>>[F:1][c:2]1[cH:3][cH:4][c:5]([O:10][c:11]2[cH:12][c:13]3[c:14]([c:15]([CH3:18])[n:16][o:17]3)[cH:19][cH:20]2)[c:6]([CH2:7][NH:8][C:25](=[O:24])[NH:26][c:27]2[n:28](-[c:36]3[cH:37][cH:38][c:39]([CH3:42])[cH:40][cH:41]3)[n:29][c:30]([C:32]([CH3:33])([CH3:34])[CH3:35])[cH:31]2)[cH:9]1. Starting materials: COc1cccc(Br)n1, O=C([O-])[O-], C(=NOCc1ccccc1)C1CC1, C1CCOC1, [Li]CCCC, Cc1ccccc1, [Na+], [Na+], O. Yields the product COc1cccc(C(NOCc2ccccc2)C2CC2)n1. RXN SMILES: [Br:6][c:7]1[n:8][c:9]([O:13][CH3:14])[cH:10][cH:11][cH:12]1.[C:28](=[O:29])([O-:30])[O-:31].[CH2:15]([c:16]1[cH:17][cH:18][cH:19][cH:20][cH:21]1)[O:22][N:23]=[CH:24][CH:25]1[CH2:26][CH2:27]1.[CH2:34]1[O:35][CH2:36][CH2:37][CH2:38]1.[CH3:1][CH2:2][CH2:3][CH2:4][Li:5].[CH3:39][c:40]1[cH:41][cH:42][cH:43][cH:44][cH:45]1.[Na+:32].[Na+:33].[OH2:46]>>[c:7]1([CH:24]([NH:23][O:22][CH2:15][c:16]2[cH:17][cH:18][cH:19][cH:20][cH:21]2)[CH:25]2[CH2:26][CH2:27]2)[n:8][c:9]([O:13][CH3:14])[cH:10][cH:11][cH:12]1.